Task: describe an organic reaction: reactants, conditions, products, and yield. Dataset: the Open Reaction Database (ORD), a public repository of structured organic reaction records Starting materials: COC(=O)c1ccc(C(C)NC(=O)c2cc(Cl)cnc2Cl)cc1, Cc1ccc(O)cc1Cl. Yields the product COC(=O)c1ccc(C(C)NC(=O)c2cc(Cl)cnc2Oc2ccc(C)c(Cl)c2)cc1. Reaction SMILES: [Cl:1][c:2]1[n:3][cH:4][c:5]([Cl:23])[cH:6][c:7]1[C:8](=[O:9])[NH:10][CH:11]([CH3:12])[c:13]1[cH:14][cH:15][c:16]([C:17](=[O:18])[O:19][CH3:20])[cH:21][cH:22]1.[Cl:24][c:25]1[cH:26][c:27]([OH:32])[cH:28][cH:29][c:30]1[CH3:31]>>[c:2]1([O:32][c:27]2[cH:26][c:25]([Cl:24])[c:30]([CH3:31])[cH:29][cH:28]2)[n:3][cH:4][c:5]([Cl:23])[cH:6][c:7]1[C:8](=[O:9])[NH:10][CH:11]([CH3:12])[c:13]1[cH:14][cH:15][c:16]([C:17](=[O:18])[O:19][CH3:20])[cH:21][cH:22]1. Reactants: O=C(n1ccnc1)n1ccnc1, COC(=O)c1ccc(CN)cc1OC, CN(C)C=O. Product: COC(=O)c1ccc(CNC(=O)n2ccnc2)cc1OC. RXN SMILES: [C:15](=[O:16])([n:17]1[cH:18][n:19][cH:20][cH:21]1)[n:22]1[cH:23][cH:24][n:25][cH:26]1.[CH3:1][O:2][C:3]([c:4]1[c:5]([O:12][CH3:13])[cH:6][c:7]([CH2:10][NH2:11])[cH:8][cH:9]1)=[O:14].[CH:27]([N:28]([CH3:29])[CH3:30])=[O:31]>>[CH3:1][O:2][C:3]([c:4]1[c:5]([O:12][CH3:13])[cH:6][c:7]([CH2:10][NH:11][C:15](=[O:16])[n:17]2[cH:18][n:19][cH:20][cH:21]2)[cH:8][cH:9]1)=[O:14]. Starting materials: COC(=O)C(Cc1cc(C)c2nn(S(=O)(=O)CC[Si](C)(C)C)cc2c1)NC(=O)OCc1ccccc1, CO, [H][H]. Product: COC(=O)C(N)Cc1cc(C)c2nn(S(=O)(=O)CC[Si](C)(C)C)cc2c1. RXN SMILES: [CH3:1][O:2][C:3]([CH:4]([CH2:5][c:6]1[cH:7][c:8]2[cH:9][n:10]([S:16](=[O:17])(=[O:18])[CH2:19][CH2:20][Si:21]([CH3:22])([CH3:23])[CH3:24])[n:11][c:12]2[c:13]([CH3:15])[cH:14]1)[NH:25][C:26]([O:27][CH2:28][c:29]1[cH:30][cH:31][cH:32][cH:33][cH:34]1)=[O:35])=[O:36].[CH3:39][OH:40].[H:37][H:38]>>[CH3:1][O:2][C:3]([CH:4]([CH2:5][c:6]1[cH:7][c:8]2[cH:9][n:10]([S:16](=[O:17])(=[O:18])[CH2:19][CH2:20][Si:21]([CH3:22])([CH3:23])[CH3:24])[n:11][c:12]2[c:13]([CH3:15])[cH:14]1)[NH2:25])=[O:36]. The reactants are CC(C(=O)O)(C(=O)O)C (Dimethylmalonic acid), C1=CC2=C(N=C1)N(N=N2)O (HOAt), CC(N=C=NC(C)C)C (DIC), NCC1=NC=CC=C1 (2-(Aminomethyl)pyridine), CCN(C(C)C)C(C)C (DIPEA), CCN(C(C)C)C(C)C (DIPEA), ClC1=C(C(C2=CC=CC=C2)(C2=CC=CC=C2)Cl)C=CC=C1 (Chlorotrityl chloride). Solvent: C(Cl)Cl (DCM), C(Cl)Cl.CN1CCCC1=O (DCM NMP), CN1CCCC1=O (NMP), CN1CCCC1=O (NMP), C(Cl)Cl (DCM). Reaction conditions: time 8 hour. Product: CC(C(=O)O)(C(=O)NCC1=NC=CC=C1)C (2,2-Dimethyl-N-pyridin-2-ylmethylmalonamic acid). Reaction SMILES: ClC1C=CC=CC=1C(Cl)(C1C=CC=CC=1)C1C=CC=CC=1.[CH3:22][C:23]([CH3:30])([C:27](O)=[O:28])[C:24]([OH:26])=[O:25].CCN(C(C)C)C(C)C.C1C=NC2N(O)N=NC=2C=1.CC(C)N=C=NC(C)C.[NH2:59][CH2:60][C:61]1[CH:66]=[CH:65][CH:64]=[CH:63][N:62]=1>C(Cl)Cl.CN1C(=O)CCC1.C(Cl)Cl.CN1C(=O)CCC1>[CH3:22][C:23]([CH3:30])([C:27]([NH:59][CH2:60][C:61]1[CH:66]=[CH:65][CH:64]=[CH:63][N:62]=1)=[O:28])[C:24]([OH:26])=[O:25] |f:8.9|. Procedure details: Chlorotrityl chloride resin (2.3 g, 3.0 mmol) was swelled in DCM for 20 mins and filtered. Dimethylmalonic acid (2 eq; 6.0 mmol; 793 mg) was dissolved i DCM:NMP 1:1 (10 mL) and added to the resin followed by DIPEA (6 eq; 18.0 mmol; 3.14 mL) and DCM (10 mL). The resin was shaken overnight at RT. The resin was filtered and washed with DCM:MeOH:DIPEA (17:2:1), DCM, NMP og DCM (2×25 mL of each). The resin was swelled in NMP for 20 mins and filtered. HOAt (3 eq; 9.0 mmol; 1.23 g), DIC (3 eq; 9.0 mmol...